From a dataset of the Open Reaction Database (ORD), a public repository of structured organic reaction records. describe an organic reaction: reactants, conditions, products, and yield Reactants: BrC1=C(C=CC(=C1)F)[N+](=O)[O-] (2-bromo-4-fluoro-1-nitrobenzene), C(=C)[Mg]Br (vinyl magnesium bromide). The solvent is C1CCOC1 (THF). Reaction conditions: temperature -45 celsius, time 30 minute. The product is BrC=1C=C(C=C2C=CNC12)F (7-bromo-5-fluoro-1H-indole). As a reaction SMILES: [Br:1][C:2]1[CH:7]=[C:6]([F:8])[CH:5]=[CH:4][C:3]=1[N+:9]([O-])=O.[CH:12]([Mg]Br)=[CH2:13]>C1COCC1>[Br:1][C:2]1[CH:7]=[C:6]([F:8])[CH:5]=[C:4]2[C:3]=1[NH:9][CH:13]=[CH:12]2. Procedure details: 2-bromo-4-fluoro-1-nitrobenzene (3.5 g, 15.9 mmol) was dissolved in anhydrous THF (160 ml) under N2. The reaction was cooled to −45° C. and vinyl magnesium bromide (3 eq, 1M) was added, the mixture was stirred for 30 min at this temperature. The reaction was quenched with NH4Cl (sat.) and 1N HCl. The aqueous layer was then extracted 3× with ether. The combined organic layers were washed with water and brine, dried over MgSO4, filtered and then concentrated under reduced pressure. The product was...